Dataset: the Open Reaction Database (ORD), a public repository of structured organic reaction records. Task: describe an organic reaction: reactants, conditions, products, and yield Starting materials: CC(=O)Oc1cc(C=CC(=O)O)ccc1F, Nc1cccc2cnn(Cc3ccccc3)c12, ClCCCl, CN(C)C=O, O, On1nnc2ccccc21. The product is CC(=O)Oc1cc(C=CC(=O)Nc2cccc3cnn(Cc4ccccc4)c23)ccc1F. RXN SMILES: [C:1]([CH3:2])(=[O:3])[O:4][c:5]1[cH:6][c:7]([CH:12]=[CH:13][C:14](=[O:15])[OH:16])[cH:8][cH:9][c:10]1[F:11].[CH2:17]([c:18]1[cH:19][cH:20][cH:21][cH:22][cH:23]1)[n:24]1[n:25][cH:26][c:27]2[cH:28][cH:29][cH:30][c:31]([NH2:33])[c:32]12.[CH2:34]([Cl:35])[CH2:36][Cl:37].[O:48]=[CH:49][N:50]([CH3:51])[CH3:52].[OH2:53].[OH:38][n:39]1[c:40]2[c:41]([cH:42][cH:43][cH:44][cH:45]2)[n:46][n:47]1>>[C:1]([CH3:2])(=[O:3])[O:4][c:5]1[cH:6][c:7]([CH:12]=[CH:13][C:14](=[O:16])[NH:33][c:31]2[cH:30][cH:29][cH:28][c:27]3[cH:26][n:25][n:24]([CH2:17][c:18]4[cH:19][cH:20][cH:21][cH:22][cH:23]4)[c:32]32)[cH:8][cH:9][c:10]1[F:11]. Reactants: BrC1=CC=C(C=C1)C(CNC(=O)C1N(CC2(C1)CCOCC2)C([C@H](C(C)C)NC(OC)=O)=O)=O (methyl (2S)-1-(3-(2-(4-bromophenyl)-2-oxoethylcarbamoyl)-8-oxa-2-azaspiro[4.5]decan-2-yl)-3-methyl-1-oxobutan-2-ylcarbamate), O1CCOCC1 (dioxane), C(C)(=O)[O-].[NH4+] (Ammonium acetate). The solvent is CCOC(=O)C (EtOAc). Run at temperature 110 celsius, time 8 hour. Yields the product BrC1=CC=C(C=C1)C1=CN=C(N1)C1N(CC2(C1)CCOCC2)C([C@H](C(C)C)NC(OC)=O)=O (methyl (2S)-1-(3-(5-(4-bromophenyl)-1H-imidazol-2-yl)-8-oxa-2-azaspiro[4.5]decan-2-yl)-3-methyl-1-oxobutan-2-ylcarbamate). Yield: 88.2%. RXN SMILES: [Br:1][C:2]1[CH:7]=[CH:6][C:5]([C:8](=O)[CH2:9][NH:10][C:11]([CH:13]2[CH2:17][C:16]3([CH2:22][CH2:21][O:20][CH2:19][CH2:18]3)[CH2:15][N:14]2[C:23](=[O:33])[C@@H:24]([NH:28][C:29](=[O:32])[O:30][CH3:31])[CH:25]([CH3:27])[CH3:26])=O)=[CH:4][CH:3]=1.O1CCOCC1.C([O-])(=O)C.[NH4+:45]>CCOC(C)=O>[Br:1][C:2]1[CH:7]=[CH:6][C:5]([C:8]2[NH:45][C:11]([CH:13]3[CH2:17][C:16]4([CH2:22][CH2:21][O:20][CH2:19][CH2:18]4)[CH2:15][N:14]3[C:23](=[O:33])[C@@H:24]([NH:28][C:29](=[O:32])[O:30][CH3:31])[CH:25]([CH3:27])[CH3:26])=[N:10][CH:9]=2)=[CH:4][CH:3]=1 |f:2.3|. Procedure details: In a 10 ml seal tube, methyl (2S)-1-(3-(2-(4-bromophenyl)-2-oxoethylcarbamoyl)-8-oxa-2-azaspiro[4.5]decan-2-yl)-3-methyl-1-oxobutan-2-ylcarbamate (200 mg, 371 μmol) was combined with dioxane (6 ml) to give a colorless solution. Ammonium acetate (286 mg, 3.71 mmol) was added and it was stirred at 110° C. overnight. It was cooled and diluted with EtOAc (10 ml). The mixture was filtered and concentrated in vacuo to afford methyl (2S)-1-(3-(5-(4-bromophenyl)-1H-imidazol-2-yl)-8-oxa-2-azaspiro[4.5]de... Reactants: BrC=1C=C2C(=CC1)OC(CC21N=C(C(=N1)N)C)C1CC(OCC1)(C)C (6-bromo-2-(2,2-dimethyltetrahydro-2H-pyran-4-yl)-5′-methylspiro[chroman-4,2′-imidazol]-4′-amine), BrC=1C=C2C(=CC1)OC(CC21N=C(C(=N1)N)C)C1CC(OCC1)(C)C (6-bromo-2-(2,2-dimethyltetrahydro-2H-pyran-4-yl)-5′-methylspiro[chroman-4,2′-imidazol]-4′-amine), ClC=1C=C(C=CC1)B(O)O (3-chlorophenylboronic acid), C(=O)([O-])[O-].[K+].[K+] (K2CO3), O1CCOCC1 (1,4-dioxane). Reagents/catalysts: C1=CC=C(C=C1)P([C-]2C=CC=C2)C3=CC=CC=C3.C1=CC=C(C=C1)P([C-]2C=CC=C2)C3=CC=CC=C3.Cl[Pd]Cl.[Fe+2] ([1,1′-bis(diphenylphosphino)ferrocene]palladium(II) chloride). Solvent: C(Cl)Cl (DCM). Conditions: temperature 130 celsius. Yields the product BrC=1C=C2C(=CC1)OC(CC21N=C(C(=N1)N)C)C1CC(OCC1)(C)C (6-bromo-2-(2,2-dimethyltetrahydro-2H-pyran-4-yl)-5′-methylspiro[chroman-4,2′-imidazol]-4′-amine), ClC=1C=C(C=CC1)C=1C=C2C(=CC1)OC(CC21N=C(C(=N1)N)C)C1CC(OCC1)(C)C (6-(3-Chlorophenyl)-2-(2,2-dimethyltetrahydro-2H-pyran-4-yl)-5′-methylspiro[chroman-4,2′-imidazol]-4′-amine). Yield: 68.5%. As a reaction SMILES: [Br:1][C:2]1[CH:3]=[C:4]2[C:11]3([N:15]=[C:14]([NH2:16])[C:13]([CH3:17])=[N:12]3)[CH2:10][CH:9]([CH:18]3[CH2:23][CH2:22][O:21][C:20]([CH3:25])([CH3:24])[CH2:19]3)[O:8][C:5]2=[CH:6][CH:7]=1.[Cl:26][C:27]1[CH:28]=[C:29](B(O)O)[CH:30]=[CH:31][CH:32]=1.C([O-])([O-])=O.[K+].[K+].O1CCOCC1>C(Cl)Cl.C1C=CC(P(C2C=CC=CC=2)[C-]2C=CC=C2)=CC=1.C1C=CC(P(C2C=CC=CC=2)[C-]2C=CC=C2)=CC=1.Cl[Pd]Cl.[Fe+2]>[Br:1][C:2]1[CH:3]=[C:4]2[C:11]3([N:15]=[C:14]([NH2:16])[C:13]([CH3:17])=[N:12]3)[CH2:10][CH:9]([CH:18]3[CH2:23][CH2:22][O:21][C:20]([CH3:25])([CH3:24])[CH2:19]3)[O:8][C:5]2=[CH:6][CH:7]=1.[Cl:26][C:27]1[CH:32]=[C:31]([C:2]2[CH:3]=[C:4]3[C:11]4([N:15]=[C:14]([NH2:16])[C:13]([CH3:17])=[N:12]4)[CH2:10][CH:9]([CH:18]4[CH2:23][CH2:22][O:21][C:20]([CH3:24])([CH3:25])[CH2:19]4)[O:8][C:5]3=[CH:6][CH:7]=2)[CH:30]=[CH:29][CH:28]=1 |f:2.3.4,7.8.9.10|. Procedure details: 6-Bromo-2-(2,2-dimethyltetrahydro-2H-pyran-4-yl)-5′-methylspiro[chroman-4,2′-imidazol]-4′-amine (Isomeric mixture 1 from Example 49 Step 4, 0.08 g, 0.20 mmol), 3-chlorophenylboronic acid (0.046 g, 0.30 mmol), [1,1′-bis(diphenylphosphino)ferrocene]palladium(II) chloride (0.015 g, 0.02 mmol), 2 M aq. K2CO3 solution (0.197 mL, 0.39 mmol) and 1,4-dioxane (1.5 mL) were mixed in a vial and heated in a microwave reactor at 130° C. for 20 min. When cooled to r.t. the mixture was diluted with DCM, washed... Starting materials: CCCC(=O)CC(=O)[O-], ClCCl, CC(C)(C)OC(=O)N1CCC(O)C(NC(=O)c2ccc(C(F)(F)F)cc2)C1. Yields the product CC(C)(C)OC(=O)N1CCC(=O)C(NC(=O)c2ccc(C(F)(F)F)cc2)C1. Reaction SMILES: [CH2:28]([CH2:29][C:30](=[O:31])[CH2:32][C:33]([O-:34])=[O:35])[CH3:36].[CH2:37]([Cl:38])[Cl:39].[OH:1][CH:2]1[CH:3]([NH:15][C:16]([c:17]2[cH:18][cH:19][c:20]([C:23]([F:24])([F:25])[F:26])[cH:21][cH:22]2)=[O:27])[CH2:4][N:5]([C:8](=[O:9])[O:10][C:11]([CH3:12])([CH3:13])[CH3:14])[CH2:6][CH2:7]1>>[O:1]=[C:2]1[CH:3]([NH:15][C:16]([c:17]2[cH:18][cH:19][c:20]([C:23]([F:24])([F:25])[F:26])[cH:21][cH:22]2)=[O:27])[CH2:4][N:5]([C:8](=[O:9])[O:10][C:11]([CH3:12])([CH3:13])[CH3:14])[CH2:6][CH2:7]1. Run at time 4 hour. Product: FC1=C(CC2(CNCCC2)CO)C=CC=C1 ((3-(2-Fluorobenzyl)piperidin-3-yl)methanol). The solvent is O1CCOCC1 (dioxane), O1CCOCC1 (1,4-dioxane). As a reaction SMILES: Cl.[F:2][C:3]1[CH:24]=[CH:23][CH:22]=[CH:21][C:4]=1[CH2:5][C:6]1([CH2:19][OH:20])[CH2:11][CH2:10][CH2:9][N:8](C(OC(C)(C)C)=O)[CH2:7]1>O1CCOCC1>[F:2][C:3]1[CH:24]=[CH:23][CH:22]=[CH:21][C:4]=1[CH2:5][C:6]1([CH2:19][OH:20])[CH2:11][CH2:10][CH2:9][NH:8][CH2:7]1. Procedure: Hydrochloric acid in dioxane (1.5 mL, 4M) was added to a flask containing tert-butyl 3-(2-fluorobenzyl)-3-(hydroxymethyl)piperidine-1-carboxylate (0.43 g, 1.33 mmol). 1,4-dioxane (1.5 mL) was added to the reaction mixture. The reaction was allowed to stir for 4 hours. Upon reaction completion, the reaction was concentrated, and 346 mg of crude product was recovered and progressed to the next step without further purification. Starting materials: Cl (Hydrochloric acid), FC1=C(CC2(CN(CCC2)C(=O)OC(C)(C)C)CO)C=CC=C1 (tert-butyl 3-(2-fluorobenzyl)-3-(hydroxymethyl)piperidine-1-carboxylate). Starting materials: CCOC(=O)C1CCN(c2ccc([N+](=O)[O-])c(NCc3ccccc3)c2)CC1, C1CCOC1, [Li+], [OH-], O. Yields the product O=C(O)C1CCN(c2ccc([N+](=O)[O-])c(NCc3ccccc3)c2)CC1. RXN SMILES: [CH2:1]([CH3:2])[O:3][C:4](=[O:5])[CH:6]1[CH2:7][CH2:8][N:9]([c:12]2[cH:13][c:14]([NH:21][CH2:22][c:23]3[cH:24][cH:25][cH:26][cH:27][cH:28]3)[c:15]([N+:18](=[O:19])[O-:20])[cH:16][cH:17]2)[CH2:10][CH2:11]1.[CH2:31]1[O:32][CH2:33][CH2:34][CH2:35]1.[Li+:29].[OH-:30].[OH2:36]>>[O:3]=[C:4]([OH:5])[CH:6]1[CH2:7][CH2:8][N:9]([c:12]2[cH:13][c:14]([NH:21][CH2:22][c:23]3[cH:24][cH:25][cH:26][cH:27][cH:28]3)[c:15]([N+:18](=[O:19])[O-:20])[cH:16][cH:17]2)[CH2:10][CH2:11]1. Reactants: C(C)(C)(C)C1=C(C=CC(=C1)C(C)(C)C)O (2,4-di-tert-butylphenol), CCO (EtOH), C[O-].[Na+] (NaOMe), BrC(C(=O)OCC)CCCC (ethyl 2-bromocaproate). Solvent: CO (MeOH), CO (MeOH). Reaction conditions: temperature 140 celsius. The product is C(C)(C)(C)C1=C(OC(C(=O)OCC)CCCC)C=CC(=C1)C(C)(C)C (ethyl 2-(2,4-di-tert-butylphenoxy)caproate). The yield is 98.8%. RXN SMILES: [C:1]([C:5]1[CH:10]=[C:9]([C:11]([CH3:14])([CH3:13])[CH3:12])[CH:8]=[CH:7][C:6]=1[OH:15])([CH3:4])([CH3:3])[CH3:2].C[O-].[Na+].Br[CH:20]([CH2:26][CH2:27][CH2:28][CH3:29])[C:21]([O:23][CH2:24][CH3:25])=[O:22].CCO>CO>[C:1]([C:5]1[CH:10]=[C:9]([C:11]([CH3:14])([CH3:13])[CH3:12])[CH:8]=[CH:7][C:6]=1[O:15][CH:20]([CH2:26][CH2:27][CH2:28][CH3:29])[C:21]([O:23][CH2:24][CH3:25])=[O:22])([CH3:4])([CH3:3])[CH3:2] |f:1.2|. Reported procedure: 206 g (1 mol) of 2,4-di-tert-butylphenol were melted and heated to 140° C. under nitrogen. 185 g (1.03 mol) of a 30% strength NaOMe solution in MeOH and 245 g (1.1 mol) of ethyl 2-bromocaproate were metered in simultaneously in the course of 1 hour. During the addition, a mixture of MeOH and EtOH was distilled off. After the addition, the reaction to give the ester mixture was complete. The mixture was cooled to 80° C., 20 g of NaOMe solution were added and 750 ml of ethanol were then added in t... Starting materials: CC1=NC=CC=C1C (2,3-Dimethylpyridine), BrBr (bromine). Run in OS(=O)(=O)O.O=S(=O)=O (oleum). The product is BrC=1C=NC(=C(C1)C)C (3-bromo-5,6-dimethylpyridine). RXN SMILES: [CH3:1][C:2]1[C:7]([CH3:8])=[CH:6][CH:5]=[CH:4][N:3]=1.[Br:9]Br>OS(O)(=O)=O.O=S(=O)=O>[Br:9][C:5]1[CH:4]=[N:3][C:2]([CH3:1])=[C:7]([CH3:8])[CH:6]=1 |f:2.3|. Reported procedure: 2,3-Dimethylpyridine is treated with bromine in oleum to give a 3-bromo-5,6-dimethylpyridine which is converted into a Grignard reagent, and this is treated with ethyl orthoformate and the product hydrolysed to give 5,6-dimethylpyridine-3-carboxaldehyde. This aldehyde is condensed with malonic acid and the product is hydrogenated and esterified to give ethyl β-(5,6-dimethyl-3-pyridyl)propionate. Substitution of this ester for ethyl β-(3-pyridyl)propionate in the procedure of Example 6 and fusion... Reactants: Cl (hydrochloric acid), OC1(CCC1)C=1SC(=CN1)C=1C=C(C=C(C1)C)NC1=NC=CC(=N1)OC1CCC(CC1)C(=O)OCC (ethyl 4-{[2-({3-[2-(1-hydroxycyclobutyl)-1,3-thiazol-5-yl]-5-methylphenyl}-amino)pyrimidin-4-yl]oxy}cyclohexanecarboxylate), CO (methanol), [OH-].[Na+] (sodium hydroxide). The solvent is O1CCCC1 (tetrahydrofuran), O (water). Yields the product OC1(CCC1)C=1SC(=CN1)C=1C=C(C=C(C1)C)NC1=NC=CC(=N1)OC1CCC(CC1)C(=O)O (4-{[2-({3-[2-(1-hydroxycyclobutyl)-1,3-thiazol-5-yl]-5-methylphenyl}amino)pyrimidin-4-yl]oxy}cyclohexanecarboxylic acid). Yield: 100.0%. As a reaction SMILES: [OH:1][C:2]1([C:6]2[S:7][C:8]([C:11]3[CH:12]=[C:13]([NH:18][C:19]4[N:24]=[C:23]([O:25][CH:26]5[CH2:31][CH2:30][CH:29]([C:32]([O:34]CC)=[O:33])[CH2:28][CH2:27]5)[CH:22]=[CH:21][N:20]=4)[CH:14]=[C:15]([CH3:17])[CH:16]=3)=[CH:9][N:10]=2)[CH2:5][CH2:4][CH2:3]1.CO.[OH-].[Na+].Cl>O1CCCC1.O>[OH:1][C:2]1([C:6]2[S:7][C:8]([C:11]3[CH:12]=[C:13]([NH:18][C:19]4[N:24]=[C:23]([O:25][CH:26]5[CH2:31][CH2:30][CH:29]([C:32]([OH:34])=[O:33])[CH2:28][CH2:27]5)[CH:22]=[CH:21][N:20]=4)[CH:14]=[C:15]([CH3:17])[CH:16]=3)=[CH:9][N:10]=2)[CH2:3][CH2:4][CH2:5]1 |f:2.3|. Procedure details: To a solution of ethyl 4-{[2-({3-[2-(1-hydroxycyclobutyl)-1,3-thiazol-5-yl]-5-methylphenyl}-amino)pyrimidin-4-yl]oxy}cyclohexanecarboxylate (Example 94A-16, 40 mg, 0.08 mmol) in tetrahydrofuran (0.52 mL), water (0.13 mL), and methanol (0.13 mL) was added aqueous sodium hydroxide (1.0 M in H2O, 0.2 mL, 0.2 mmol). The mixture was stirred at room temperature until complete. The reaction was then quenched with aqueous hydrochloric acid (1.0 M in H2O, 0.22 mL, 0.22 mmol). The resulting mixture was ex...